From a dataset of the Open Reaction Database (ORD), a public repository of structured organic reaction records. describe an organic reaction: reactants, conditions, products, and yield The reactants are I.CN(N=CC1=CC=CC=C1)C(=N)SC (Methyl 1-methyl-2-(phenylmethylene)hydrazinecarboximidothioate, hydroiodide), C(C)(=O)OCC(=O)Cl ((acetyloxy)acetyl chloride). Solvent: C([O-])([O-])=O.[K+].[K+] (potassium carbonate), CC(=O)C (acetone), C([O-])([O-])=O.[K+].[K+] (potassium carbonate). Run at time 2 hour. Product: C(C)(=O)OCC(=O)N=C(SC)N(N=CC1=CC=CC=C1)C (Methyl N-[2-(acetyloxy)acetyl]-1-methyl-2-(phenylmethylene)hydrazinecarboximidothioate). Yield: 82.2%. RXN SMILES: I.[CH3:2][N:3]([C:12]([S:14][CH3:15])=[NH:13])[N:4]=[CH:5][C:6]1[CH:11]=[CH:10][CH:9]=[CH:8][CH:7]=1.[C:16]([O:19][CH2:20][C:21](Cl)=[O:22])(=[O:18])[CH3:17]>C(=O)([O-])[O-].[K+].[K+].CC(C)=O>[C:16]([O:19][CH2:20][C:21]([N:13]=[C:12]([N:3]([CH3:2])[N:4]=[CH:5][C:6]1[CH:11]=[CH:10][CH:9]=[CH:8][CH:7]=1)[S:14][CH3:15])=[O:22])(=[O:18])[CH3:17] |f:0.1,3.4.5|. Procedure: Methyl 1-methyl-2-(phenylmethylene)hydrazinecarboximidothioate, hydroiodide (1.34 g) was dissolved in saturated potassium carbonate solution and extracted with ether. The combined organic extracts were dried and evaporated to give an off-white solid which was dissolved in acetone (25 ml) and treated with potassium carbonate (1.1 g) followed by (acetyloxy)acetyl chloride (0.85 g). The suspension was stirred at room temperature for 2 h and evaporated in vacuo. The residue was suspended in water (5... The reactants are C(C=1C(N)=CC=CC1)(=O)N (anthranilamide), [OH-].[K+] (potassium hydroxide), C(=S)=S (carbon disulfide). The solvent is water-alcohol. Yields the product SC1=NC2=CC=CC=C2C(N1)=O (2-mercaptoquinazolin-4-one). Isolated yield 91.0%. RXN SMILES: [C:1]([NH2:10])(=[O:9])[C:2]1[C:3](=[CH:5][CH:6]=[CH:7][CH:8]=1)[NH2:4].[OH-].[K+].[C:13](=S)=[S:14]>>[SH:14][C:13]1[NH:10][C:1](=[O:9])[C:2]2[C:3](=[CH:5][CH:6]=[CH:7][CH:8]=2)[N:4]=1 |f:1.2|. Procedure details: Aminoalcohol VIII was then allowed to react with 2,4-dimethylthioquinazoline (IX) in acetonitrile at reflux to give 4-[(3-(4-methoxyphenyl)piperazine-1-yl)propan-2-ol-1-yl]amino-2-methylthioquinazoline (XI). But the results were variable in the yields ranging from 24 to 56% and the reaction released notorious methylthiol. The possibility of synthesizing compound XI by using 4-chloro-2-methylthioquinazoline (X) was also investigated. Compound X was obtained in good yield (90-93%) starting from an...